From a dataset of the Open Reaction Database (ORD), a public repository of structured organic reaction records. describe an organic reaction: reactants, conditions, products, and yield Reactants: C(C)OC(C(C(=O)OCC)C)=O (methylmalonic acid diethyl ester), C(C)O (ethanol), Cl (hydrochloric acid), [OH-].[Na+] (NaOH). Solvent: O (water). Run at time 7 hour. Product: C(C)OC(C(C(=O)O)C)=O (methylmalonic acid monoethyl ester). Yield: 96.0%. RXN SMILES: [CH2:1]([O:3][C:4](=[O:12])[CH:5]([CH3:11])[C:6]([O:8]CC)=[O:7])[CH3:2].C(O)C.[OH-].[Na+].Cl>O>[CH2:1]([O:3][C:4](=[O:12])[CH:5]([CH3:11])[C:6]([OH:8])=[O:7])[CH3:2] |f:2.3|. Procedure details: First, 20.0 g of methylmalonic acid diethyl ester was dissolved in a mixed solution of 30 g of water and 30 g of ethanol. To this solution was added dropwise 9.6 g of 48% aqueous NaOH solution, and the mixture was vigorously stirred at room temperature for 7 hours. After completion of the reaction, the reaction solution was adjusted to pH 3 by the addition of 35% hydrochloric acid and concentrated under reduced pressure. To the residue was added 80 g of water, and the mixture was extracted twice... Starting materials: Cl.Cl.ClC1=CC=C(C=C1)[C@H]1N(CCN(C1)C)CC=C ((R)-2-(4-chlorophenyl)-4-methyl-1-(2-propenyl)hexahydropyrazine dihydrochloride), C1(=CC=CC=C1)C (toluene), [OH-].[Na+] (sodium hydroxide). Reagents/catalysts: [Ru](Cl)(Cl)Cl (ruthenium chloride). Solvent: O (water). Reaction conditions: temperature 100 celsius, time 12 hour. Yields the product ClC1=CC=C(C=C1)[C@@H]1CN(CCN1)C ((R)-3-(4-chlorophenyl)-1-methyl-hexahydropyrazine). Yield: 70.9%. RXN SMILES: Cl.Cl.[Cl:3][C:4]1[CH:9]=[CH:8][C:7]([C@@H:10]2[CH2:15][N:14]([CH3:16])[CH2:13][CH2:12][N:11]2CC=C)=[CH:6][CH:5]=1.C1(C)C=CC=CC=1.[OH-].[Na+]>O.[Ru](Cl)(Cl)Cl>[Cl:3][C:4]1[CH:5]=[CH:6][C:7]([C@H:10]2[NH:11][CH2:12][CH2:13][N:14]([CH3:16])[CH2:15]2)=[CH:8][CH:9]=1 |f:0.1.2,4.5|. Procedure details: In distilled water (9 mL), (R)-2-(4-Chlorophenyl)-4-methyl-1-(2-propenyl)hexahydropyrazine dihydrochloride (1.06 g, 3.0 mmol) produced in Example 20 was dissolved. To the solution, ruthenium chloride (28 mg, 0.04 equivalent) was added. The mixture was stirred at 100° C. for 12 hours. After toluene (9 mL) was added thereto, formed insolubles were removed by filtration, and washed with toluene (9 mL) and distilled water (9 mL). To the filtrate, 30 wt % aqueous solution of sodium hydroxide (918 mg,...